This data is from the Open Reaction Database (ORD), a public repository of structured organic reaction records. The task is: describe an organic reaction: reactants, conditions, products, and yield Reactants: O=C([O-])[O-], CCOC(=O)C1(CI)CCN(C(=O)c2ccc(F)cc2)C1, CN(C)C=O, [K+], [K+], N#Cc1ccc(-c2ccc(O)cc2)cc1. Yields the product CCOC(=O)C1(COc2ccc(-c3ccc(C#N)cc3)cc2)CCN(C(=O)c2ccc(F)cc2)C1. As a reaction SMILES: [C:16](=[O:17])([O-:18])[O-:19].[CH2:22]([CH3:23])[O:24][C:25](=[O:26])[C:27]1([CH2:41][I:42])[CH2:28][N:29]([C:32]([c:33]2[cH:34][cH:35][c:36]([F:39])[cH:37][cH:38]2)=[O:40])[CH2:30][CH2:31]1.[CH3:43][N:44]([CH3:45])[CH:46]=[O:47].[K+:20].[K+:21].[OH:1][c:2]1[cH:3][cH:4][c:5](-[c:8]2[cH:9][cH:10][c:11]([C:14]#[N:15])[cH:12][cH:13]2)[cH:6][cH:7]1>>[O:1]([c:2]1[cH:3][cH:4][c:5](-[c:8]2[cH:9][cH:10][c:11]([C:14]#[N:15])[cH:12][cH:13]2)[cH:6][cH:7]1)[CH2:41][C:27]1([C:25]([O:24][CH2:22][CH3:23])=[O:26])[CH2:28][N:29]([C:32]([c:33]2[cH:34][cH:35][c:36]([F:39])[cH:37][cH:38]2)=[O:40])[CH2:30][CH2:31]1. The reactants are [BH3-]C#N, CC(=O)O, CO, COc1cc2c(cc1F)CCN=C2C1(c2ccccc2Cl)CC1, [Na+], [Na+], [OH-]. Product: COc1cc2c(cc1F)CCNC2C1(c2ccccc2Cl)CC1. As a reaction SMILES: [C:1]([BH3-:2])#[N:3].[CH3:28][C:29](=[O:30])[OH:31].[CH3:34][OH:35].[Cl:5][c:6]1[c:7]([C:12]2([C:15]3=[N:16][CH2:17][CH2:18][c:19]4[cH:20][c:21]([F:27])[c:22]([O:25][CH3:26])[cH:23][c:24]43)[CH2:13][CH2:14]2)[cH:8][cH:9][cH:10][cH:11]1.[Na+:33].[Na+:4].[OH-:32]>>[Cl:5][c:6]1[c:7]([C:12]2([CH:15]3[NH:16][CH2:17][CH2:18][c:19]4[cH:20][c:21]([F:27])[c:22]([O:25][CH3:26])[cH:23][c:24]43)[CH2:13][CH2:14]2)[cH:8][cH:9][cH:10][cH:11]1. The reactants are FC(C(=O)C(F)(F)F)(F)F (hexafluoroacetone), [F-].[K+] (potassium fluoride), FC(C(=O)Cl)=C (α-fluoroacryloyl chloride), [F-].[K+] (potassium fluoride). Run in COCCOCCOC (diethylene glycol dimethyl ether). Reaction conditions: time 2 hour. The product is FC(C(=O)OC(C(F)(F)F)(C(F)(F)F)F)=C (perfluoroisopropyl α-fluoroacrylate). Yield: 74.1%. Reaction SMILES: [F:1][C:2]([F:10])([F:9])[C:3]([C:5]([F:8])([F:7])[F:6])=[O:4].[F-:11].[K+].[F:13][C:14](=[CH2:18])[C:15](Cl)=[O:16]>COCCOCCOC>[F:13][C:14](=[CH2:18])[C:15]([O:4][C:3]([F:11])([C:5]([F:8])([F:7])[F:6])[C:2]([F:10])([F:9])[F:1])=[O:16] |f:1.2|. Procedure: 15.3 g (0.092 mol) of hexafluoroacetone were passed with stirring in the course of 30 minutes at a temperature of 25° C. into a suspension of 5.34 g (0.092 mol) of dried potassium fluoride in 25 ml of dry diethylene glycol dimethyl ether, and the potassium fluoride dissolved. After a further 2 hours of stirring, unreacted hexafluoroacetone was distilled off under reduced pressure (water jet pump). 10 g (0.092 mol) of α-fluoroacryloyl chloride were added at a temperature of 25° C. with stirring t... The reactants are CN1C(=NC(=C1)NC(=O)OCCSC1=CC=C(C=C1)C(F)(F)F)C(=O)OCC (Ethyl 1-methyl-4-[2-(4-trifluoromethyl-phenylsulfanyl)-ethoxycarbonylamino]-1H-imidazole-2-carboxylate), [Li+].[OH-] (LiOH), Cl (HCl). The solvent is C1CCOC1.O (THF H2O). Reaction conditions: time 15 hour. Product: CN1C(=NC(=C1)NC(=O)OCCSC1=CC=C(C=C1)C(F)(F)F)C(=O)O (1-methyl-4-[2-(4-trifluoromethyl-phenylsulfanyl)-ethoxycarbonylamino]-1H-imidazole-2-carboxylic acid). The yield is 80.9%. As a reaction SMILES: [CH3:1][N:2]1[CH:6]=[C:5]([NH:7][C:8]([O:10][CH2:11][CH2:12][S:13][C:14]2[CH:19]=[CH:18][C:17]([C:20]([F:23])([F:22])[F:21])=[CH:16][CH:15]=2)=[O:9])[N:4]=[C:3]1[C:24]([O:26]CC)=[O:25].[Li+].[OH-].Cl>C1COCC1.O>[CH3:1][N:2]1[CH:6]=[C:5]([NH:7][C:8]([O:10][CH2:11][CH2:12][S:13][C:14]2[CH:15]=[CH:16][C:17]([C:20]([F:23])([F:21])[F:22])=[CH:18][CH:19]=2)=[O:9])[N:4]=[C:3]1[C:24]([OH:26])=[O:25] |f:1.2,4.5|. Procedure: Ethyl 1-methyl-4-[2-(4-trifluoromethyl-phenylsulfanyl)-ethoxycarbonylamino]-1H-imidazole-2-carboxylate (0.69 g, 1.65 mmol) prepared in the capping step was dissolved in THF/H2O (27.40 ml/13.70 ml), 1N LiOH (4.57 ml) was added thereto, and the mixture was stirred at room temperature. After 15 hours have passed, the reaction solution was acidified to pH 2.0 by 1N HCl and then extracted with EA and water. The organic layer was washed with aqueous NaCl solution, dried over anhydrous MgSO4, and conce... The reactants are C (charcoal), [H][H] (hydrogen), [N+](=O)([O-])C1=CC=C(C=C1)C1=CC(=NN1)OCCCCCCOC(=O)C=1C(C(=C(NC1C)C)C(=O)OC)C1=C(C(=CC=C1)Cl)Cl (1,4-Dihydro-2,6-dimethyl-4-(2,3-dichlorophenyl)-3-methoxycarbonylpyridine-5-carboxylic acid 6-(5-p-nitrophenyl-3-pyrazolyloxy)hexyl ester). Reagents/catalysts: [Ni] (Raney nickel). Run in C(C)O (ethanol), C(C)(=O)OCC (ethyl acetate). Product: NC1=CC=C(C=C1)C1=CC(=NN1)OCCCCCCOC(=O)C=1C(C(=C(NC1C)C)C(=O)OC)C1=C(C(=CC=C1)Cl)Cl (1,4-dihydro-2,6-dimethyl-4 -(2,3-dichlorophenyl)-3-methoxycarbonylpyridine-5-carboxylic acid 6-(5-p-aminophenyl-3-pyrazolyloxy)hexyl ester). Isolated yield 54.0%. RXN SMILES: [N+:1]([C:4]1[CH:9]=[CH:8][C:7]([C:10]2[NH:14][N:13]=[C:12]([O:15][CH2:16][CH2:17][CH2:18][CH2:19][CH2:20][CH2:21][O:22][C:23]([C:25]3[CH:26]([C:37]4[CH:42]=[CH:41][CH:40]=[C:39]([Cl:43])[C:38]=4[Cl:44])[C:27]([C:33]([O:35][CH3:36])=[O:34])=[C:28]([CH3:32])[NH:29][C:30]=3[CH3:31])=[O:24])[CH:11]=2)=[CH:6][CH:5]=1)([O-])=O.[H][H].C>C(O)C.[Ni].C(OCC)(=O)C>[NH2:1][C:4]1[CH:9]=[CH:8][C:7]([C:10]2[NH:14][N:13]=[C:12]([O:15][CH2:16][CH2:17][CH2:18][CH2:19][CH2:20][CH2:21][O:22][C:23]([C:25]3[CH:26]([C:37]4[CH:42]=[CH:41][CH:40]=[C:39]([Cl:43])[C:38]=4[Cl:44])[C:27]([C:33]([O:35][CH3:36])=[O:34])=[C:28]([CH3:32])[NH:29][C:30]=3[CH3:31])=[O:24])[CH:11]=2)=[CH:6][CH:5]=1. Reported procedure: 12.86 g (20 mmole) of 1,4-dihydro-2,6-dimethyl-4-(2,3-dichlorophenyl)-3-methoxycarbonylpyridine-5-carboxylic acid 6-(5-p-nitrophenyl-3-pyrazolyloxy)hexyl ester (Example 60) was dissolved in 100 ml of ethanol, to which was added 5 ml of Raney nickel, and catalytic hydrogenation was effected at room temperature and atmospheric pressure, thereby 1350 ml (60 mmole) of hydrogen was absorbed. The Raney nickel was filtered off from the reaction mixture, and the filtrate was concentrated under reduced p... The reactants are ClCCl, O=C(OO)c1cccc(Cl)c1, CC(=CC(=O)Oc1ccccc1)CCC=C(C)CCC(C)=C(C)C. Product: CC(=CC(=O)Oc1ccccc1)CCC=C(C)CCC1(C)OC1(C)C. Reaction SMILES: [CH2:36]([Cl:37])[Cl:38].[Cl:25][c:26]1[cH:27][cH:28][cH:29][c:30]([C:31]([O:32][OH:34])=[O:33])[cH:35]1.[c:1]1([O:7][C:8]([CH:9]=[C:10]([CH2:11][CH2:12][CH:13]=[C:14]([CH2:15][CH2:16][C:17](=[C:18]([CH3:19])[CH3:20])[CH3:21])[CH3:22])[CH3:23])=[O:24])[cH:2][cH:3][cH:4][cH:5][cH:6]1>>[c:1]1([O:7][C:8]([CH:9]=[C:10]([CH2:11][CH2:12][CH:13]=[C:14]([CH2:15][CH2:16][C:17]2([CH3:21])[C:18]([CH3:19])([CH3:20])[O:33]2)[CH3:22])[CH3:23])=[O:24])[cH:2][cH:3][cH:4][cH:5][cH:6]1.